This data is from the Open Reaction Database (ORD), a public repository of structured organic reaction records. The task is: describe an organic reaction: reactants, conditions, products, and yield Reactants: C1CCNCC1, Nc1cc(Cl)ccc1[N+](=O)[O-], [K+], [K+], O=C([O-])[O-], CN(C)C=O. The product is Nc1cc(N2CCCCC2)ccc1[N+](=O)[O-]. RXN SMILES: [CH2:12]1[CH2:13][CH2:14][NH:15][CH2:16][CH2:17]1.[Cl:1][c:2]1[cH:3][cH:4][c:5]([N+:9](=[O:10])[O-:11])[c:6]([NH2:7])[cH:8]1.[K+:18].[K+:19].[O-:20][C:21]([O-:22])=[O:23].[O:24]=[CH:25][N:26]([CH3:27])[CH3:28]>>[c:2]1([N:15]2[CH2:14][CH2:13][CH2:12][CH2:17][CH2:16]2)[cH:3][cH:4][c:5]([N+:9](=[O:10])[O-:11])[c:6]([NH2:7])[cH:8]1.